describe an organic reaction: reactants, conditions, products, and yield From a dataset of the Open Reaction Database (ORD), a public repository of structured organic reaction records. The reactants are O=c1ccn(CCO)c(C(O)c2ccccc2)c1OCc1ccccc1, CO. The product is O=c1ccn(CCO)c(C(O)c2ccccc2)c1O. Reaction SMILES: [CH2:1]([c:2]1[cH:3][cH:4][cH:5][cH:6][cH:7]1)[O:8][c:9]1[c:10]([CH:19]([c:20]2[cH:21][cH:22][cH:23][cH:24][cH:25]2)[OH:26])[n:11]([CH2:16][CH2:17][OH:18])[cH:12][cH:13][c:14]1=[O:15].[CH3:27][OH:28]>>[OH:8][c:9]1[c:10]([CH:19]([c:20]2[cH:21][cH:22][cH:23][cH:24][cH:25]2)[OH:26])[n:11]([CH2:16][CH2:17][OH:18])[cH:12][cH:13][c:14]1=[O:15]. Reaction conditions: time 2 hour. Procedure: A solution of Intermediate 5 (1.29 g) in DMF (25 ml) was added with potassium carbonate (0.86 g) and bromomethylcyclohexane (1.05 ml, TCI), stirred under argon atmosphere at room temperature for 2 hours, then warmed to 60° C., and stirred for 17 hours. The reaction mixture was poured into ice water, and extracted with isopropyl ether (200 ml). The organic layer was successively washed with saturated aqueous sodium hydrogencarbonate, saturated aqueous ammonium chloride, and saturated brine and dr... As a reaction SMILES: [Br:1][C:2]1[CH:3]=[C:4]([CH2:9][CH2:10]C(OC)=O)[CH:5]=[CH:6][C:7]=1[OH:8].[C:15](=[O:18])([O-])[O-:16].[K+].[K+].Br[CH2:22][CH:23]1[CH2:28][CH2:27][CH2:26][CH2:25][CH2:24]1.[CH3:29]N(C=O)C>>[Br:1][C:2]1[CH:3]=[C:4]([CH:9]([CH3:10])[C:15]([O:16][CH3:29])=[O:18])[CH:5]=[CH:6][C:7]=1[O:8][CH2:22][CH:23]1[CH2:28][CH2:27][CH2:26][CH2:25][CH2:24]1 |f:1.2.3|. The reactants are BrC=1C=C(C=CC1O)CCC(=O)OC (methyl 3-(3-bromo-4-hydroxyphenyl)propionate), C([O-])([O-])=O.[K+].[K+] (potassium carbonate), BrCC1CCCCC1 (bromomethylcyclohexane), CN(C)C=O (DMF), ice water. Yields the product BrC=1C=C(C=CC1OCC1CCCCC1)C(C(=O)OC)C (methyl (3-bromo-4-cyclohexylmethyloxyphenyl)propionate).